This data is from the Open Reaction Database (ORD), a public repository of structured organic reaction records. The task is: describe an organic reaction: reactants, conditions, products, and yield Reactants: C(C)OP(=O)(OCC)Cl (diethylchlorophosphate), C1(=CC=C(C=C1)S(=O)(=O)C)C (methyl p-tolyl sulfone), [N+](=O)([O-])C1=CC=C(C=O)C=C1 (4-nitrobenzaldehyde), solution, C(CCC)[Li] (n-butyl-lithium). Solvent: O1CCCC1 (tetrahydrofuran), O (water), O1CCCC1 (tetrahydrofuran), O (water), O1CCCC1 (tetrahydrofuran), CCCCCC (hexane). Run at temperature 0 celsius, time 30 minute. Product: CC1=CC=C(C=C1)S(=O)(=O)/C=C/C1=CC=C(C=C1)[N+](=O)[O-] (1-[(E)-2-(4-methylphenyl)sulfonylvinyl]-4-nitrobenzene). Isolated yield 98.1%. RXN SMILES: [C:1]1([CH3:11])[CH:6]=[CH:5][C:4]([S:7]([CH3:10])(=[O:9])=[O:8])=[CH:3][CH:2]=1.C([Li])CCC.C(OP(Cl)(OCC)=O)C.[N+:26]([C:29]1[CH:36]=[CH:35][C:32]([CH:33]=O)=[CH:31][CH:30]=1)([O-:28])=[O:27]>O1CCCC1.CCCCCC.O>[CH3:11][C:1]1[CH:6]=[CH:5][C:4]([S:7](/[CH:10]=[CH:33]/[C:32]2[CH:35]=[CH:36][C:29]([N+:26]([O-:28])=[O:27])=[CH:30][CH:31]=2)(=[O:9])=[O:8])=[CH:3][CH:2]=1. Procedure: To 15 g (85.47 mmol) of methyl p-tolyl sulfone dissolved in 450 cm3 of tetrahydrofuran are added, at a temperature in the region of 0° C. under an argon atmosphere, 117.5 cm3 (188 mmol) of a 1.06 M solution of n-butyl-lithium in hexane. After stirring for 30 minutes at a temperature in the region of 0° C. are added, under an argon atmosphere, 13 cm3 (85.47 mmol) of diethylchlorophosphate dissolved in 70 cm3 of tetrahydrofuran. After stirring for 30 minutes at a temperature in the region of 0° C.... Starting materials: ClC1=CC=C(C(=O)C2=CC=C(C(=O)N3CC4=C(CC3)C=CO4)C=C2)C=C1 (6-[4-(4-chlorobenzoyl)benzoyl]-4,5,6,7-tetrahydrofuro[2,3-c]pyridine), CNC (dimethylamine), C=O (formaldehyde). The solvent is C(C)(=O)O (acetic acid). Conditions: temperature 100 celsius, time 60 minute. Yields the product CN(C)CC1=CC2=C(CN(CC2)C(C2=CC=C(C=C2)C(C2=CC=C(C=C2)Cl)=O)=O)O1 (N,N-dimethyl-[6-[4-(4-chlorobenzoyl)benzoyl]-4,5,6,7-tetrahydrofuro[2,3-c]pyridin-2-ylmethyl]amine). RXN SMILES: [Cl:1][C:2]1[CH:26]=[CH:25][C:5]([C:6]([C:8]2[CH:24]=[CH:23][C:11]([C:12]([N:14]3[CH2:19][CH2:18][C:17]4[CH:20]=[CH:21][O:22][C:16]=4[CH2:15]3)=[O:13])=[CH:10][CH:9]=2)=[O:7])=[CH:4][CH:3]=1.[CH3:27][NH:28][CH3:29].[CH2:30]=O>C(O)(=O)C>[CH3:27][N:28]([CH2:30][C:21]1[O:22][C:16]2[CH2:15][N:14]([C:12](=[O:13])[C:11]3[CH:23]=[CH:24][C:8]([C:6](=[O:7])[C:5]4[CH:4]=[CH:3][C:2]([Cl:1])=[CH:26][CH:25]=4)=[CH:9][CH:10]=3)[CH2:19][CH2:18][C:17]=2[CH:20]=1)[CH3:29]. Procedure details: To a solution of 0.280 g (0.765 mmol) of 6-[4-(4-chlorobenzoyl)benzoyl]-4,5,6,7-tetrahydrofuro[2,3-c]pyridine in 20 ml of acetic acid, 0.10 ml (1.2 mmol) of 50% aqueous dimethylamine and 0.09 ml (1.2 mmol) of 37% aqueous formaldehyde were added, followed by stirring at 100° C. for 60 minutes. After the solvent was distilled off under reduced pressure, the residual solution was alkalified with 5% aqueous sodium hydrogen carbonate, and extracted with dichloromethane 2 times. The combined organic l... The reactants are CCCc1cc(C(F)(F)F)ccc1C=CC(=O)O, Cl, Cc1cc(CN)cc(F)c1NS(C)(=O)=O. Yields the product CCCc1cc(C(F)(F)F)ccc1C=CC(=O)NCc1cc(C)c(NS(C)(=O)=O)c(F)c1. As a reaction SMILES: [CH2:17]([CH2:18][CH3:19])[c:20]1[c:21]([CH:30]=[CH:31][C:32](=[O:33])[OH:34])[cH:22][cH:23][c:24]([C:26]([F:27])([F:28])[F:29])[cH:25]1.[ClH:16].[NH2:1][CH2:2][c:3]1[cH:4][c:5]([F:15])[c:6]([NH:10][S:11](=[O:12])(=[O:13])[CH3:14])[c:7]([CH3:9])[cH:8]1>>[NH:1]([CH2:2][c:3]1[cH:4][c:5]([F:15])[c:6]([NH:10][S:11](=[O:12])(=[O:13])[CH3:14])[c:7]([CH3:9])[cH:8]1)[C:32]([CH:31]=[CH:30][c:21]1[c:20]([CH2:17][CH2:18][CH3:19])[cH:25][c:24]([C:26]([F:27])([F:28])[F:29])[cH:23][cH:22]1)=[O:33].